Dataset: the Open Reaction Database (ORD), a public repository of structured organic reaction records. Task: describe an organic reaction: reactants, conditions, products, and yield The yield is 97.2%. Starting materials: C(C1=CC=CC=C1)OC(=O)N[C@H](CO)C ((S)-2-benzyloxycarbonylaminopropanol), [Si](C)(C)(C(C)(C)C)Cl (t-butyldimethylsilyl chloride), N1C=NC=C1 (imidazole). As a reaction SMILES: [CH2:1]([O:8][C:9]([NH:11][C@@H:12]([CH3:15])[CH2:13][OH:14])=[O:10])[C:2]1[CH:7]=[CH:6][CH:5]=[CH:4][CH:3]=1.[Si:16](Cl)([C:19]([CH3:22])([CH3:21])[CH3:20])([CH3:18])[CH3:17].N1C=CN=C1>CN(C)C=O>[Si:16]([O:14][CH2:13][C@@H:12]([NH:11][C:9](=[O:10])[O:8][CH2:1][C:2]1[CH:7]=[CH:6][CH:5]=[CH:4][CH:3]=1)[CH3:15])([C:19]([CH3:22])([CH3:21])[CH3:20])([CH3:18])[CH3:17]. Yields the product [Si](C)(C)(C(C)(C)C)OC[C@H](C)NC(OCC1=CC=CC=C1)=O (Benzyl N-[2-t-Butyldimethylsilyloxy-1(S)-methylethyl]carbamate). Procedure details: A procedure similar to that described in Preparation 8 was repeated, except that 7.00 g of (S)-2-benzyloxycarbonylaminopropanol (prepared as described in Preparation 31), 6.03 g of t-butyldimethylsilyl chloride, 5.45 g of imidazole and 100 ml of anhydrous dimethylformamide were used, to give 10.52 g of the title compound having an Rf value of 0.48 (on silica gel thin layer chromatography, using a 1:7 by volume mixture of ethyl acetate and hexane as the developing solvent). Run in CN(C=O)C (dimethylformamide). Reactants: O (water), O (water), [Br-].[Na+] (sodium bromide), COC(=S)C1(C(C1C)(C)C)C(=O)OC (2,2-dimethyl-3-methylthio-cyclopropane-1,1-dicarboxylic acid dimethyl ester). The solvent is O=P1(C=CCC1)C (1-oxo-1-methylphospholine). Product: COC(=S)C1C(C1C)(C)C (2,2-dimethyl-3-methylthiocyclopropane-1-carboxylic acid methyl ester). Isolated yield 75.8%. RXN SMILES: [CH3:1][O:2][C:3]([C:5]1(C(OC)=O)[CH:7]([CH3:8])[C:6]1([CH3:10])[CH3:9])=[S:4].O.[Br-].[Na+]>O=P1(C)CCC=C1>[CH3:1][O:2][C:3]([CH:5]1[CH:7]([CH3:8])[C:6]1([CH3:10])[CH3:9])=[S:4] |f:2.3|. Procedure details: 23 g (0.1 mol) of 2,2-dimethyl-3-methylthio-cyclopropane-1,1-dicarboxylic acid dimethyl ester (prepared according to J. Chem. Soc., Chem. Comm. 1972 (7), 375) were dissolved in 25 ml of 1-oxo-1-methylphospholine and 2 ml of water and the solution was heated to 180° C. with 8 g of sodium bromide for 12 hours. The mixture was then cooled, poured into water, extracted by shaking with toluene and distilled. 12 g (=69% of theory) of 2,2-dimethyl-3-methylthiocyclopropane-1-carboxylic acid methyl ester... Starting materials: BrCCCCCCC(=O)OCC (ethyl 7-bromoheptanoate), [H-].[Na+] (sodium hydride), COC1=C(C=CC=C1)N1CCN(CC1)CCN1C(NC2=CC=CC=C2C1=O)=O (3-[2-[4-(2-methoxyphenyl)-1-piperazinyl]ethyl]-2,4-(1H,3H)quinazolinedione), Cl (hydrogen chloride). The solvent is CN(C=O)C (dimethylformamide), C(C)O (ethanol), CN(C=O)C (dimethylformamide). Reaction conditions: temperature 50 celsius, time 10 minute. Yields the product Cl.Cl.C(C)OC(=O)CCCCCCN1C(N(C(C2=CC=CC=C12)=O)CCN1CCN(CC1)C1=C(C=CC=C1)OC)=O (1-(6-ethoxycarbonylhexyl)-3-[2-[4-(2-methoxyphenyl)-1-piperazinyl]ethyl]-2,4-(1H,3H)quinazolinedione dihydrochloride). RXN SMILES: [H-].[Na+].[CH3:3][O:4][C:5]1[CH:10]=[CH:9][CH:8]=[CH:7][C:6]=1[N:11]1[CH2:16][CH2:15][N:14]([CH2:17][CH2:18][N:19]2[C:28](=[O:29])[C:27]3[C:22](=[CH:23][CH:24]=[CH:25][CH:26]=3)[NH:21][C:20]2=[O:30])[CH2:13][CH2:12]1.Br[CH2:32][CH2:33][CH2:34][CH2:35][CH2:36][CH2:37][C:38]([O:40][CH2:41][CH3:42])=[O:39].[ClH:43]>CN(C)C=O.C(O)C>[ClH:43].[ClH:43].[CH2:41]([O:40][C:38]([CH2:37][CH2:36][CH2:35][CH2:34][CH2:33][CH2:32][N:21]1[C:22]2[C:27](=[CH:26][CH:25]=[CH:24][CH:23]=2)[C:28](=[O:29])[N:19]([CH2:18][CH2:17][N:14]2[CH2:13][CH2:12][N:11]([C:6]3[CH:7]=[CH:8][CH:9]=[CH:10][C:5]=3[O:4][CH3:3])[CH2:16][CH2:15]2)[C:20]1=[O:30])=[O:39])[CH3:42] |f:0.1,7.8.9|. Reported procedure: To a suspension of 60% sodium hydride (0.44 g) in dimethylformamide (50 ml), was added 3-[2-[4-(2-methoxyphenyl)-1-piperazinyl]ethyl]-2,4-(1H,3H)quinazolinedione (3.80 g) in a small portion under a nitrogen stream, and the mixture was stirred at room temperature for 30 minutes and at 50° C. for 10 minutes. After cooling to room temperature, a solution of ethyl 7-bromoheptanoate (2.37 g) in dimethylformamide (20 ml) was added to the mixture and the resulting mixture was stirred at room temperatur... Starting materials: C(C)C=1C=CC(=NC1)CCOC1=CC=C(C=C1)[N+](=O)[O-] (4-(2-(5-ethyl-2-pyridyl)ethoxy)nitrobenzene). Reagents/catalysts: [Pd] (Pd on carbon). The solvent is CO (methanol). Yields the product C(C)C=1C=CC(=NC1)CCOC1=CC=C(N)C=C1 (4-(2-(5-ethyl-2-pyridyl)ethoxy)aniline), crude oil. Isolated yield 98.0%. Reaction SMILES: [CH2:1]([C:3]1[CH:4]=[CH:5][C:6]([CH2:9][CH2:10][O:11][C:12]2[CH:17]=[CH:16][C:15]([N+:18]([O-])=O)=[CH:14][CH:13]=2)=[N:7][CH:8]=1)[CH3:2]>CO.[Pd]>[CH2:1]([C:3]1[CH:4]=[CH:5][C:6]([CH2:9][CH2:10][O:11][C:12]2[CH:13]=[CH:14][C:15]([NH2:18])=[CH:16][CH:17]=2)=[N:7][CH:8]=1)[CH3:2]. Procedure: A solution of 4-(2-(5-ethyl-2-pyridyl)ethoxy)nitrobenzene (23 g) in methanol is hydrogenated under atmospheric pressure in the presence of 10% Pd on carbon (50% humid, 2.5 g). The catalyst is removed by filtering. Distilling the solvent off under reduced pressure gives 4-(2-(5-ethyl-2-pyridyl)ethoxy)aniline as crude oil (20 g, 98%). The reactants are FC1=C(C(=O)OC)C=CC(=C1)C#CC(C)(C)C (Methyl 2-fluoro-4-(3,3-dimethylbut-1-ynyl)benzoate), O (H2O), [OH-].[Li+] (lithium hydroxide). Solvent: CO (methanol). The product is CC(C#CC1=CC(=C(C(=O)O)C=C1)F)(C)C (4-(3,3-Dimethyl-but-1-ynyl)-2-fluoro-benzoic acid). RXN SMILES: [F:1][C:2]1[CH:11]=[C:10]([C:12]#[C:13][C:14]([CH3:17])([CH3:16])[CH3:15])[CH:9]=[CH:8][C:3]=1[C:4]([O:6]C)=[O:5].O.[OH-].[Li+]>CO>[CH3:15][C:14]([CH3:17])([CH3:16])[C:13]#[C:12][C:10]1[CH:9]=[CH:8][C:3]([C:4]([OH:6])=[O:5])=[C:2]([F:1])[CH:11]=1 |f:2.3|. Procedure: Methyl 2-fluoro-4-(3,3-dimethylbut-1-ynyl)benzoate (8.2 g, 0.035 mol) was suspended in a 3:1 mixture of H2O and methanol to which was added lithium hydroxide (2.5 g, 0.10 mol) all at once and the mixture was agitated over-night at ambient temperature. The mixture was then concentrated to ¾ the volume and acidified with 1N HCl until the pH read just acidic. The white precipitate was filtered, washed with water and vacuum dried at 80° C. for several hours. m/z=218.9 (M−1). Reactants: Boc, O[C@H]([C@@H](CC1=CSC=C1)NC(OC(C)(C)C)=O)CCCC (tert-butyl (1R,2S)-2-hydroxy-1-(thien-3-ylmethyl)hexylcarbamate), C(C1=CC=CC=C1)[C@@H]([C@H](CCCC)O)NC(OC(C)(C)C)=O (tert-butyl (1S,2S)-1-benzyl-2-hydroxyhexylcarbamate). Yields the product N[C@H](CC1=CSC=C1)[C@H](CCCC)O ((2R,3S)-2-amino-1-thien-3-ylheptan-3-ol). Reaction SMILES: [OH:1][C@@H:2]([CH2:18][CH2:19][CH2:20][CH3:21])[C@H:3]([NH:10]C(=O)OC(C)(C)C)[CH2:4][C:5]1[CH:9]=[CH:8][S:7][CH:6]=1.C([C@H](NC(=O)OC(C)(C)C)[C@@H](O)CCCC)C1C=CC=CC=1>>[NH2:10][C@@H:3]([C@@H:2]([OH:1])[CH2:18][CH2:19][CH2:20][CH3:21])[CH2:4][C:5]1[CH:9]=[CH:8][S:7][CH:6]=1. Reported procedure: Prepared from the Boc removal of the anti diastereoisomer tert-butyl (1R,2S)-2-hydroxy-1-(thien-3-ylmethyl)hexylcarbamate using a similar procedure as described in intermediate I step D. ES MS (M+H)=214. Reactants: O=Cc1cn(-c2ccccc2)nc1OCc1ccccc1, CCOP(=O)(CP(=O)(OCC)OCC)OCC, CN(C)C=O, [H-], [Na+], O. The product is CCOP(=O)(C=Cc1cn(-c2ccccc2)nc1OCc1ccccc1)OCC. As a reaction SMILES: [CH2:1]([c:2]1[cH:3][cH:4][cH:5][cH:6][cH:7]1)[O:8][c:9]1[n:10][n:11](-[c:16]2[cH:17][cH:18][cH:19][cH:20][cH:21]2)[cH:12][c:13]1[CH:14]=[O:15].[CH2:22]([P:23]([O:24][CH2:25][CH3:26])([O:27][CH2:28][CH3:29])=[O:30])[P:31](=[O:32])([O:33][CH2:34][CH3:35])[O:36][CH2:37][CH3:38].[CH3:39][N:40]([CH3:41])[CH:42]=[O:43].[H-:44].[Na+:45].[OH2:46]>>[CH2:1]([c:2]1[cH:3][cH:4][cH:5][cH:6][cH:7]1)[O:8][c:9]1[n:10][n:11](-[c:16]2[cH:17][cH:18][cH:19][cH:20][cH:21]2)[cH:12][c:13]1[CH:14]=[CH:22][P:23]([O:24][CH2:25][CH3:26])([O:27][CH2:28][CH3:29])=[O:30]. Starting materials: N1CCCC=C1 (tetrahydropyridine), tertiary amine, ClC(C=1C(=CC=CC1)C)Cl (α,α-dichloro xylene), C(C)OCC (ethyl ether), crude mixture, C1CCOC1 (THF), [Li]C(C)CC (s-BuLi), tertiary amines. Run in CCO (EtOH). Conditions: temperature -78 celsius, time 20 minute. Yields the product COC=1C=C(C=CC1)C12CCN(CC2(CC2=C(C1)C=CC=C2)C)C ((±)-1,2,3,4,4a,5,10,10a-octahydro-4a-(3-methoxyphenyl)-2,10a-dimethylbenzo-[g]isoquinoline). Reaction SMILES: [NH:1]1[CH:6]=C[CH2:4][CH2:3][CH2:2]1.[CH2:7]1[CH2:11]O[CH2:9][CH2:8]1.[Li][CH:13]([CH2:15][CH3:16])[CH3:14].ClC(Cl)[C:19]1[C:20]([CH3:25])=[CH:21][CH:22]=[CH:23][CH:24]=1.[CH2:27]([O:29][CH2:30][CH3:31])C>CCO>[CH3:27][O:29][C:30]1[CH:31]=[C:14]([C:7]23[CH2:11][C:21]4[CH:22]=[CH:23][CH:24]=[CH:19][C:20]=4[CH2:25][C:3]2([CH3:4])[CH2:2][N:1]([CH3:6])[CH2:9][CH2:8]3)[CH:13]=[CH:15][CH:16]=1. Procedure: To a dry three-neck round-bottomed flask was charged 500 mg (2.3 mmol) of tetrahydropyridine (9) (CAUTION: read reference 12 and references cited therein) and 20 mL dry THF. This was cooled to −78° C., and to this was added 2.4 mL (3.12 mmol) s-BuLi (1.3M in cyclohexane) via a syringe over 5 min. The flask was then warmed to −0° C. and aged for 10 min. The flask was then cooled to −78° C. and cannulated into a mixture of 40 mL dry ethyl ether and 1.3 g (7.59 mmol) α,α-dichloro xylene at −50° C. ... Starting materials: COC(=O)c1cc2c([nH]1)CCC2c1ccc(Cc2ccccc2)cc1, C1CCOC1, CO, [Li+], [OH-], O. Yields the product O=C(O)c1cc2c([nH]1)CCC2c1ccc(Cc2ccccc2)cc1. As a reaction SMILES: [CH2:1]([c:2]1[cH:3][cH:4][cH:5][cH:6][cH:7]1)[c:8]1[cH:9][cH:10][c:11]([CH:14]2[CH2:15][CH2:16][c:17]3[nH:18][c:19]([C:22](=[O:23])[O:24][CH3:25])[cH:20][c:21]32)[cH:12][cH:13]1.[CH2:31]1[O:32][CH2:33][CH2:34][CH2:35]1.[CH3:29][OH:30].[Li+:28].[OH-:27].[OH2:26]>>[CH2:1]([c:2]1[cH:3][cH:4][cH:5][cH:6][cH:7]1)[c:8]1[cH:9][cH:10][c:11]([CH:14]2[CH2:15][CH2:16][c:17]3[nH:18][c:19]([C:22](=[O:23])[OH:24])[cH:20][c:21]32)[cH:12][cH:13]1.